Dataset: the Open Reaction Database (ORD), a public repository of structured organic reaction records. Task: describe an organic reaction: reactants, conditions, products, and yield Reaction SMILES: [CH3:1][O:2][c:3]1[c:4]([S:11](=[O:12])(=[O:13])[Cl:14])[cH:5][cH:6][c:7]([O:9][CH3:10])[cH:8]1.[NH2:15][c:16]1[cH:17][c:18](-[c:23]2[c:24]([CH3:32])[n:25][c:26]([NH:28][C:29]([CH3:30])=[O:31])[s:27]2)[cH:19][n:20][c:21]1[Cl:22].[cH:33]1[cH:34][cH:35][n:36][cH:37][cH:38]1>>[CH3:1][O:2][c:3]1[c:4]([S:11](=[O:12])(=[O:13])[NH:15][c:16]2[cH:17][c:18](-[c:23]3[c:24]([CH3:32])[n:25][c:26]([NH:28][C:29]([CH3:30])=[O:31])[s:27]3)[cH:19][n:20][c:21]2[Cl:22])[cH:5][cH:6][c:7]([O:9][CH3:10])[cH:8]1. Product: COc1ccc(S(=O)(=O)Nc2cc(-c3sc(NC(C)=O)nc3C)cnc2Cl)c(OC)c1. The reactants are COc1ccc(S(=O)(=O)Cl)c(OC)c1, CC(=O)Nc1nc(C)c(-c2cnc(Cl)c(N)c2)s1, c1ccncc1. The reactants are CC(=O)O[BH-](OC(C)=O)OC(C)=O, CN(C)C1(c2ccccc2)CCC(=O)CC1, CC(=O)O, ClCCCl, [Na+], C1CCOC1, NCc1c[nH]c2ccccc12. Yields the product CN(C)C1(c2ccccc2)CCC(NCc2c[nH]c3ccccc23)CC1. As a reaction SMILES: [C:32]([O:33][BH-:34]([O:35][C:36](=[O:37])[CH3:38])[O:39][C:40](=[O:41])[CH3:42])(=[O:43])[CH3:44].[CH3:12][N:13]([C:14]1([c:21]2[cH:22][cH:23][cH:24][cH:25][cH:26]2)[CH2:15][CH2:16][C:17](=[O:20])[CH2:18][CH2:19]1)[CH3:27].[CH3:28][C:29](=[O:30])[OH:31].[Cl:51][CH2:52][CH2:53][Cl:54].[Na+:45].[O:46]1[CH2:47][CH2:48][CH2:49][CH2:50]1.[nH:1]1[cH:2][c:3]([CH2:10][NH2:11])[c:4]2[cH:5][cH:6][cH:7][cH:8][c:9]12>>[nH:1]1[cH:2][c:3]([CH2:10][NH:11][CH:17]2[CH2:16][CH2:15][C:14]([N:13]([CH3:12])[CH3:27])([c:21]3[cH:22][cH:23][cH:24][cH:25][cH:26]3)[CH2:19][CH2:18]2)[c:4]2[cH:5][cH:6][cH:7][cH:8][c:9]12. Reactants: S(O)(O)(=O)=O (sulfuric acid), COC1=CC=C(C(=O)C2=CC=CC=C2)C=C1 (4-methoxybenzophenone), C(C)(C)(C)C1=CC(=C(C=C1O)C(C)(C)C)C (2,5-di-tert-butyl-p-cresol), C(O)NC(C=C)=O (N-methylolacrylamide). Yields the product C(C=C)(=O)NCC=1C=C(C(=O)C2=CC=CC=C2)C=CC1OC (3-Acrylamidomethyl-4-methoxybenzophenone). RXN SMILES: S(=O)(=O)(O)O.[CH3:6][O:7][C:8]1[CH:21]=[CH:20][C:11]([C:12]([C:14]2[CH:19]=[CH:18][CH:17]=[CH:16][CH:15]=2)=[O:13])=[CH:10][CH:9]=1.C(C1C(O)=CC(C(C)(C)C)=C(C)C=1)(C)(C)C.[CH2:38]([NH:40][C:41](=[O:44])[CH:42]=[CH2:43])O>>[C:41]([NH:40][CH2:38][C:9]1[CH:10]=[C:11]([CH:20]=[CH:21][C:8]=1[O:7][CH3:6])[C:12]([C:14]1[CH:19]=[CH:18][CH:17]=[CH:16][CH:15]=1)=[O:13])(=[O:44])[CH:42]=[CH2:43]. Procedure details: A mixture of 1000 g of sulfuric acid, 175.6 g (0.825 mole) of 4-methoxybenzophenone, 0.5 g of 2,5-di-tert-butyl-p-cresol and 86 g (0.851 mole) of N-methylolacrylamide was reacted for 5 hours at 25° C. and then hydrolyzed on ice.